Dataset: the Open Reaction Database (ORD), a public repository of structured organic reaction records. Task: describe an organic reaction: reactants, conditions, products, and yield The reactants are NC1=CC2=C(CCN(CC2)CC(=O)N)C=C1OC (2-(7-Amino-8-methoxy-1,2,4,5-tetrahydro-benzo[d]azepin-3-yl)-acetamide), ClC1=NC=C(C(=N1)NC1=C(C=C(C=C1)N1CCOCC1)OC)F ((2-Chloro-5-fluoro-pyrimidin-4-yl)-(2-methoxy-4-morpholin-4-yl-phenyl)-amine). Yields the product FC=1C(=NC(=NC1)NC1=CC2=C(CCN(CC2)CC(=O)N)C=C1OC)NC1=C(C=C(C=C1)N1CCOCC1)OC (2-{7-[5-Fluoro-4-(2-methoxy-4-morpholin-4-yl-phenylamino)-pyrimidin-2-ylamino]-8-methoxy-1,2,4,5-tetrahydro-benzo[d]azepin-3-yl}-acetamide), solid. The yield is 14.0%. Reaction SMILES: [NH2:1][C:2]1[C:16]([O:17][CH3:18])=[CH:15][C:5]2[CH2:6][CH2:7][N:8]([CH2:11][C:12]([NH2:14])=[O:13])[CH2:9][CH2:10][C:4]=2[CH:3]=1.Cl[C:20]1[N:25]=[C:24]([NH:26][C:27]2[CH:32]=[CH:31][C:30]([N:33]3[CH2:38][CH2:37][O:36][CH2:35][CH2:34]3)=[CH:29][C:28]=2[O:39][CH3:40])[C:23]([F:41])=[CH:22][N:21]=1>>[F:41][C:23]1[C:24]([NH:26][C:27]2[CH:32]=[CH:31][C:30]([N:33]3[CH2:34][CH2:35][O:36][CH2:37][CH2:38]3)=[CH:29][C:28]=2[O:39][CH3:40])=[N:25][C:20]([NH:1][C:2]2[C:16]([O:17][CH3:18])=[CH:15][C:5]3[CH2:6][CH2:7][N:8]([CH2:11][C:12]([NH2:14])=[O:13])[CH2:9][CH2:10][C:4]=3[CH:3]=2)=[N:21][CH:22]=1. Procedure: The title compound was prepared from 2-(7-Amino-8-methoxy-1,2,4,5-tetrahydro-benzo[d]azepin-3-yl)-acetamide and (2-Chloro-5-fluoro-pyrimidin-4-yl)-(2-methoxy-4-morpholin-4-yl-phenyl)-amine in an analogous manner to Example 61e. Product isolated as a pale yellow solid (0.013 g, 14%). MP: 98-140° C. 1HNMR (400 MHz, CDCl3, δ, ppm): 8.27 (d, 1H, J=8.6 Hz), 8.16 (s, 1H), 7.92 (d, 1H, J=2.8 Hz), 7.40 (s, 1H), 7.25-7.17 (m, 2H), 6.64 (s, 1H), 6.56-6.54 (m, 1H), 6.53-6.49 (m, 1H), 5.52-5.41 (m, 1H), 3.9...